From a dataset of the Open Reaction Database (ORD), a public repository of structured organic reaction records. describe an organic reaction: reactants, conditions, products, and yield Reactants: CC(=O)OC(C)=O, Cc1ccccc1C(=O)Nc1ccc(C(=O)N2CCCC(CO)c3ccccc32)cc1, c1ccncc1. Yields the product CC(=O)OCC1CCCN(C(=O)c2ccc(NC(=O)c3ccccc3C)cc2)c2ccccc21. As a reaction SMILES: [CH3:32][C:33](=[O:34])[O:35][C:36](=[O:37])[CH3:38].[OH:1][CH2:2][CH:3]1[CH2:4][CH2:5][CH2:6][N:7]([C:14]([c:15]2[cH:16][cH:17][c:18]([NH:21][C:22]([c:23]3[c:24]([CH3:29])[cH:25][cH:26][cH:27][cH:28]3)=[O:30])[cH:19][cH:20]2)=[O:31])[c:8]2[c:9]1[cH:10][cH:11][cH:12][cH:13]2.[cH:39]1[cH:40][cH:41][n:42][cH:43][cH:44]1>>[O:1]([CH2:2][CH:3]1[CH2:4][CH2:5][CH2:6][N:7]([C:14]([c:15]2[cH:16][cH:17][c:18]([NH:21][C:22]([c:23]3[c:24]([CH3:29])[cH:25][cH:26][cH:27][cH:28]3)=[O:30])[cH:19][cH:20]2)=[O:31])[c:8]2[c:9]1[cH:10][cH:11][cH:12][cH:13]2)[C:33]([CH3:32])=[O:34].